Task: describe an organic reaction: reactants, conditions, products, and yield. Dataset: the Open Reaction Database (ORD), a public repository of structured organic reaction records Reactants: C(Cl)Cl (DCM), NC=1C(=NC=C(N1)Br)NC(=O)C=1N(N=C(C1Cl)C(C)(C)C)C (5-tert-butyl-4-chloro-2-methyl-2H-pyrazole-3-carboxylic acid (3-amino-5-bromo-pyrazin-2-yl)-amide), Pd(dppf)2, FC(OC1=C(C=CC=C1)B(O)O)(F)F (2-trifluoromethoxy-phenyl-boronic acid), C(=O)([O-])[O-].[Cs+].[Cs+] (Cs2CO3). Solvent: O1CCOCC1 (1,4-dioxane), O (water), CCOC(=O)C (EtOAc). Run at temperature 100 celsius, time 16 hour. Product: C(C)(C)(C)C=1C(=C(N(N1)C)C1=NC=2C(=NC=C(N2)C2=C(C=CC=C2)OC(F)(F)F)N1)Cl (2-(5-tert-Butyl-4-chloro-2-methyl-2H-pyrazol-3-yl)-5-(2-trifluoromethoxy-phenyl)-1H-imidazo[4,5-b]pyrazine). As a reaction SMILES: [NH2:1][C:2]1[C:3]([NH:9][C:10]([C:12]2[N:13]([CH3:22])[N:14]=[C:15]([C:18]([CH3:21])([CH3:20])[CH3:19])[C:16]=2[Cl:17])=O)=[N:4][CH:5]=[C:6](Br)[N:7]=1.[F:23][C:24]([F:36])([F:35])[O:25][C:26]1[CH:31]=[CH:30][CH:29]=[CH:28][C:27]=1B(O)O.C([O-])([O-])=O.[Cs+].[Cs+].C(Cl)Cl>O1CCOCC1.CCOC(C)=O.O>[C:18]([C:15]1[C:16]([Cl:17])=[C:12]([C:10]2[NH:9][C:3]3=[N:4][CH:5]=[C:6]([C:27]4[CH:28]=[CH:29][CH:30]=[CH:31][C:26]=4[O:25][C:24]([F:23])([F:36])[F:35])[N:7]=[C:2]3[N:1]=2)[N:13]([CH3:22])[N:14]=1)([CH3:21])([CH3:20])[CH3:19] |f:2.3.4|. Reported procedure: To a mixture of 5-tert-butyl-4-chloro-2-methyl-2H-pyrazole-3-carboxylic acid (3-amino-5-bromo-pyrazin-2-yl)-amide (45.0 mg, 0.116 mmol, prepared as described in the previous step), 2-trifluoromethoxy-phenyl-boronic acid (28.7 mg, 0.139 mmol), Cs2CO3 (95 mg, 0.29 mmol) and Pd(dppf)2.DCM (9.5 mg, 0.012 mmol) in 1,4-dioxane (3 mL) was added water (1.5 mL). After stirring at 100° C. for 16 h, the resulting mixture was cooled to room temperature and treated with EtOAc (50 mL), washed with H2O (20 mL)... The reactants are O=c1ncc(Cl)c[nH]1, Cl, FC(F)(F)c1cccc(COCCl)c1. Yields the product O=c1ncc(Cl)cn1COCc1cccc(C(F)(F)F)c1. RXN SMILES: [Cl:16][c:17]1[cH:18][n:19][c:20](=[O:23])[nH:21][cH:22]1.[ClH:15].[F:1][C:2]([c:3]1[cH:4][c:5]([CH2:6][O:7][CH2:8][Cl:9])[cH:10][cH:11][cH:12]1)([F:13])[F:14]>>[F:1][C:2]([c:3]1[cH:4][c:5]([CH2:6][O:7][CH2:8][n:21]2[c:20](=[O:23])[n:19][cH:18][c:17]([Cl:16])[cH:22]2)[cH:10][cH:11][cH:12]1)([F:13])[F:14]. The reactants are CCc1nc2c(cnn2CC)c(NC2CCOCC2)c1CNC(=O)c1cccc(C(=O)OC)c1, C1CCOC1, Cl, [Li+], [OH-], O. Yields the product CCc1nc2c(cnn2CC)c(NC2CCOCC2)c1CNC(=O)c1cccc(C(=O)O)c1. RXN SMILES: [CH2:1]([CH3:2])[n:3]1[n:4][cH:5][c:6]2[c:7]1[n:8][c:9]([CH2:33][CH3:34])[c:10]([CH2:19][NH:20][C:21](=[O:22])[c:23]1[cH:24][c:25]([C:26](=[O:27])[O:28][CH3:29])[cH:30][cH:31][cH:32]1)[c:11]2[NH:12][CH:13]1[CH2:14][CH2:15][O:16][CH2:17][CH2:18]1.[CH2:37]1[O:38][CH2:39][CH2:40][CH2:41]1.[ClH:42].[Li+:36].[OH-:35].[OH2:43]>>[CH2:1]([CH3:2])[n:3]1[n:4][cH:5][c:6]2[c:7]1[n:8][c:9]([CH2:33][CH3:34])[c:10]([CH2:19][NH:20][C:21](=[O:22])[c:23]1[cH:24][c:25]([C:26](=[O:27])[OH:28])[cH:30][cH:31][cH:32]1)[c:11]2[NH:12][CH:13]1[CH2:14][CH2:15][O:16][CH2:17][CH2:18]1. Reactants: Cl.C1(CC1)COC1=C(C=C(C(=C1)OC)F)C=1C2=C(N=CN1)C(=C(N2)C)C(=O)N[C@H]2[C@@H](CNCC2)O (4-[2-(cyclopropylmethoxy)-5-fluoro-4-methoxyphenyl]-N-[(3R*,4R*)-3-hydroxypiperidin-4-yl]-6-methyl-5H-pyrrolo[3,2-d]pyrimidine-7-carboxamide hydrochloride), C(C)(=O)OCC(=O)Cl (2-chloro-2-oxoethyl acetate). The product is C1(CC1)COC1=C(C=C(C(=C1)OC)F)C=1C2=C(N=CN1)C(=C(N2)C)C(=O)N[C@H]2[C@@H](CN(CC2)C(CO)=O)O (4-[2-(cyclopropylmethoxy)-5-fluoro-4-methoxyphenyl]-N-[(3R*,4R*)-3-hydroxy-1-(hydroxyacetyl)piperidin-4-yl]-6-methyl-5H-pyrrolo[3,2-d]pyrimidine-7-carboxamide). As a reaction SMILES: Cl.[CH:2]1([CH2:5][O:6][C:7]2[CH:12]=[C:11]([O:13][CH3:14])[C:10]([F:15])=[CH:9][C:8]=2[C:16]2[C:17]3[NH:24][C:23]([CH3:25])=[C:22]([C:26]([NH:28][C@@H:29]4[CH2:34][CH2:33][NH:32][CH2:31][C@H:30]4[OH:35])=[O:27])[C:18]=3[N:19]=[CH:20][N:21]=2)[CH2:4][CH2:3]1.C([O:39][CH2:40][C:41](Cl)=[O:42])(=O)C>>[CH:2]1([CH2:5][O:6][C:7]2[CH:12]=[C:11]([O:13][CH3:14])[C:10]([F:15])=[CH:9][C:8]=2[C:16]2[C:17]3[NH:24][C:23]([CH3:25])=[C:22]([C:26]([NH:28][C@@H:29]4[CH2:34][CH2:33][N:32]([C:40](=[O:39])[CH2:41][OH:42])[CH2:31][C@H:30]4[OH:35])=[O:27])[C:18]=3[N:19]=[CH:20][N:21]=2)[CH2:4][CH2:3]1 |f:0.1|. Procedure: Starting from 4-[2-(cyclopropylmethoxy)-5-fluoro-4-methoxyphenyl]-N-[(3R*,4R*)-3-hydroxypiperidin-4-yl]-6-methyl-5H-pyrrolo[3,2-d]pyrimidine-7-carboxamide hydrochloride (example D.f47) and commercially available 2-chloro-2-oxoethyl acetate the title compound is obtained as colorless solid. Reagents/catalysts: CCO.CCO.CCO.CCO.[Ti] (tetraethyl orthotitanate). Starting materials: ClC1=CC=CC2=C1C(N1[C@H](C=3N2C=NC3C(=O)OCC)CCC1)=O (ethyl (S)-8-chloro-11,12,13,13a-tetrahydro-9-oxo-9H-imidazo[1,5-a]pyrrolo[2,1-c][1,4]benzodiazepine-1-carboxylate), C1(CCCCCC1)O (cycloheptanol), Cl (hydrochloric acid). The product is ClC1=CC=CC2=C1C(N1[C@H](C=3N2C=NC3C(=O)OC3CCCCCC3)CCC1)=O (cycloheptyl (S)-8-chloro-11,12,13,13a-tetrahydro-9-oxo-9H-imidazo[1,5-a]pyrrolo[2,1-c][1,4]benzodiazepine-1-carboxylate). Run at time 15 minute. Reported procedure: A mixture of 10.35 g (30 mmol) of ethyl (S)-8-chloro-11,12,13,13a-tetrahydro-9-oxo-9H-imidazo[1,5-a]pyrrolo[2,1-c][1,4]benzodiazepine-1-carboxylate, 50 g of cycloheptanol and 2 g of tetraethyl orthotitanate is heated to 130° for 8 hours, evaporated in vacuo, the residue is taken up in chloroform and the solution obtained is poured into about 20 percent hydrochloric acid. The mixture is stirred for 15 minutes, the chloroform phase is separated, washed successively with 2N hydrochloric acid and sa... Reaction SMILES: [Cl:1][C:2]1[C:7]2[C:8](=[O:24])[N:9]3[CH2:23][CH2:22][CH2:21][C@H:10]3[C:11]3[N:12]([CH:13]=[N:14][C:15]=3[C:16]([O:18][CH2:19][CH3:20])=[O:17])[C:6]=2[CH:5]=[CH:4][CH:3]=1.[CH:25]1(O)[CH2:31][CH2:30]CC[CH2:27][CH2:26]1.Cl>CCO.CCO.CCO.CCO.[Ti]>[Cl:1][C:2]1[C:7]2[C:8](=[O:24])[N:9]3[CH2:23][CH2:22][CH2:21][C@H:10]3[C:11]3[N:12]([CH:13]=[N:14][C:15]=3[C:16]([O:18][CH:19]3[CH2:30][CH2:31][CH2:25][CH2:26][CH2:27][CH2:20]3)=[O:17])[C:6]=2[CH:5]=[CH:4][CH:3]=1 |f:3.4.5.6.7|. Product: CCOC(=O)C1(Cl)CCCCC1O. Starting materials: B, CSC, CCOC(=O)C1(Cl)CCCCC1=O, C1CCOC1. Reaction SMILES: [BH3:1].[CH3:2][S:3][CH3:4].[Cl:5][C:6]1([C:13](=[O:14])[O:15][CH2:16][CH3:17])[C:7](=[O:12])[CH2:8][CH2:9][CH2:10][CH2:11]1.[O:18]1[CH2:19][CH2:20][CH2:21][CH2:22]1>>[Cl:5][C:6]1([C:13](=[O:14])[O:15][CH2:16][CH3:17])[CH:7]([OH:12])[CH2:8][CH2:9][CH2:10][CH2:11]1. The reactants are O=C([O-])[O-], COc1cc(CCN)ccc1OCc1ccccc1, CN(C)C=O, CCOC(C)=O, [Cl-], ClCC[NH+](CCCl)CCCc1ccccc1, Cl, [I-], [K+], [K+], [Na+], O. Yields the product COc1cc(CCN2CCN(CCCc3ccccc3)CC2)ccc1OCc1ccccc1. Reaction SMILES: [C:18](=[O:19])([O-:20])[O-:21].[CH2:27]([c:28]1[cH:29][cH:30][cH:31][cH:32][cH:33]1)[O:34][c:35]1[c:36]([O:44][CH3:45])[cH:37][c:38]([CH2:41][CH2:42][NH2:43])[cH:39][cH:40]1.[CH3:46][N:47]([CH3:48])[CH:49]=[O:50].[CH3:51][CH2:52][O:53][C:54](=[O:55])[CH3:56].[Cl-:1].[Cl:2][CH2:3][CH2:4][NH+:5]([CH2:6][CH2:7][CH2:8][c:9]1[cH:10][cH:11][cH:12][cH:13][cH:14]1)[CH2:15][CH2:16][Cl:17].[ClH:26].[I-:25].[K+:22].[K+:23].[Na+:24].[OH2:57]>>[CH2:3]1[CH2:4][N:5]([CH2:6][CH2:7][CH2:8][c:9]2[cH:10][cH:11][cH:12][cH:13][cH:14]2)[CH2:15][CH2:16][N:43]1[CH2:42][CH2:41][c:38]1[cH:37][c:36]([O:44][CH3:45])[c:35]([O:34][CH2:27][c:28]2[cH:29][cH:30][cH:31][cH:32][cH:33]2)[cH:40][cH:39]1. Starting materials: FC1=C(C(=O)O)C=CC(=C1)[N+](=O)[O-] (2-fluoro-4-nitrobenzoic acid), 1,1′-carbodiimide, [BH4-].[Na+] (sodium borohydride), [Cl-].[NH4+] (ammonium chloride), O (water). Run in CN(C=O)C (dimethylformamide). Reaction conditions: time 2 hour. Yields the product FC1=C(C=O)C=CC(=C1)[N+](=O)[O-] (2-fluoro-4-nitrobenzaldehyde). Yield: 82.7%. Reaction SMILES: [F:1][C:2]1[CH:10]=[C:9]([N+:11]([O-:13])=[O:12])[CH:8]=[CH:7][C:3]=1[C:4](O)=[O:5].[BH4-].[Na+].[Cl-].[NH4+].O>CN(C)C=O>[F:1][C:2]1[CH:10]=[C:9]([N+:11]([O-:13])=[O:12])[CH:8]=[CH:7][C:3]=1[CH:4]=[O:5] |f:1.2,3.4|. Procedure details: 43.3 g of 2-fluoro-4-nitrobenzoic acid was dissolved in 600 ml of dimethylformamide, and 1,1′-carbodiimide was added to it, and stirred at room temperature for 2 hours. 11.1 g of sodium borohydride was added thereto, and further stirred for 30 minutes. Aqueous saturated ammonium chloride solution was added to it, 800 ml of water was added thereto, extracted with 1.2 liters of ethyl acetate, and the organic layer was washed with saturated saline water. The solvent was evaporated away under reduce...